Dataset: the Open Reaction Database (ORD), a public repository of structured organic reaction records. Task: describe an organic reaction: reactants, conditions, products, and yield Starting materials: N[C@H](C(=O)O)CC1=CC(=C(C=C1)O)O ((S)-2-Amino-3-(3,4-dihydroxy-phenyl)-propionic acid), S(O)(O)(=O)=O (sulfuric acid), C=O (Formaldehyde). The solvent is O (water), O (water). Reaction conditions: time 8 hour. Product: OC=1C=C2C[C@H](NCC2=CC1O)C(=O)O ((S)-6,7-Dihydroxy-1,2,3,4-tetrahydro-isoquinoline-3-carboxylic acid). RXN SMILES: [NH2:1][C@@H:2]([CH2:6][C:7]1[CH:12]=[CH:11][C:10]([OH:13])=[C:9]([OH:14])[CH:8]=1)[C:3]([OH:5])=[O:4].S(=O)(=O)(O)O.[CH2:20]=O>O>[OH:14][C:9]1[CH:8]=[C:7]2[C:12](=[CH:11][C:10]=1[OH:13])[CH2:20][NH:1][C@H:2]([C:3]([OH:5])=[O:4])[CH2:6]2. Procedure details: (S)-2-Amino-3-(3,4-dihydroxy-phenyl)-propionic acid (90 g) was suspended in 0.8 L water, then 18.2 mL concentrated sulfuric acid in 0.5 L additional water was added with stirring. Formaldehyde solution (136 mL, 37 wt %) was then added while stirring and the mixture was stirred 18 hours at rt. It was quenched by addition of 24.4 g NaOH in 0.5 L water, dropwise over 1 h while cooling. The resulting mixture was stored overnight at 4° C., and the solid that formed was collected by filtration, washed... Run in C1CCOC1 (THF), C1CCOC1 (THF). The reactants are [H-].[H-].[H-].[H-].[Li+].[Al+3] (LiAlH4), C(C1=CC=CC=C1)[C@@H]1N(C(OC1)=O)C([C@H](CCCCOCC1=CC=CC=C1)C)=O ((S)-4-Benzyl-3-[(S)-6-benzyloxy-2-methyl-hexanoyl]-oxazolidin-2-one). The product is C(C1=CC=CC=C1)OCCCC[C@@H](CO)C ((S)-6-Benzyloxy-2-methyl-hexan-1-ol). Procedure: To a suspension of 13.2 g (0.35 mol) of LiAlH4 in 380 ml of THF was added a solution of amide VI in 250 ml of THF at 0° C. The mixture was stirred for 2 h at 0° C. and quenched with 14 ml of H2O, 14 ml of 15% NaOH and 25 ml of H2O. The precipitated aluminum salts were removed by filtration. After concentration of the filtrate, the crude product was purified by silica gel filtration (570 g of SiO2, toluene/EtOAc=90:10, 3 l and toluene/EtOAc=80:20 1 l). The product VII was obtained as a colorless ... RXN SMILES: [H-].[H-].[H-].[H-].[Li+].[Al+3].C([C@H]1COC(=O)N1[C:20](=[O:35])[C@@H:21]([CH3:34])[CH2:22][CH2:23][CH2:24][CH2:25][O:26][CH2:27][C:28]1[CH:33]=[CH:32][CH:31]=[CH:30][CH:29]=1)C1C=CC=CC=1>C1COCC1>[CH2:27]([O:26][CH2:25][CH2:24][CH2:23][CH2:22][C@H:21]([CH3:34])[CH2:20][OH:35])[C:28]1[CH:33]=[CH:32][CH:31]=[CH:30][CH:29]=1 |f:0.1.2.3.4.5|. Reaction conditions: temperature 0 celsius, time 2 hour. Reactants: CS(=O)(=O)[O-] (methanesulfonate), C(=O)(O)C(O)C(O)C(=O)O.C(C)OC(=O)[C@H]1CNCCC1 ((R)-3-piperidinecarboxylic acid ethyl ester tartrate), C([O-])([O-])=O.[K+].[K+] (potassium carbonate), C(C)C(=O)C (methyl ethyl ketone). Yields the product C(C)OC(=O)[C@H]1CN(CCC1)CCCC1=CC2=C(CCC3=C1C=CC=C3)C=CC=C2 ((R)-1-(3-(11,12-dihydro-dibenz[a,e]cycloocten-5-yl)-1-propyl)-3-piperidinecarboxylic acid ethyl ester). The yield is 36.0%. Reaction SMILES: CS([O-])(=O)=O.[C:6]([CH:9]([CH:11]([C:13](O)=O)O)O)(O)=O.[CH2:16]([O:18][C:19]([C@@H:21]1[CH2:26][CH2:25][CH2:24][NH:23][CH2:22]1)=[O:20])[CH3:17].C(=O)([O-])[O-].[K+].[K+].[CH2:33]([C:35]([CH3:37])=O)[CH3:34]>>[CH2:16]([O:18][C:19]([C@@H:21]1[CH2:26][CH2:25][CH2:24][N:23]([CH2:6][CH2:9][CH2:11][C:13]2[C:37]3[CH:6]=[CH:9][CH:11]=[CH:13][C:35]=3[CH2:33][CH2:34][C:35]3[CH:37]=[CH:19][CH:21]=[CH:22][C:33]=3[CH:34]=2)[CH2:22]1)=[O:20])[CH3:17] |f:1.2,3.4.5|. Reported procedure: A mixture of the above methanesulfonate (2.5 g), (R)-3-piperidinecarboxylic acid ethyl ester tartrate (4.6 g, 15.1 mmol), dry potassium carbonate (6,3 g, 45.4 mmol), and methyl ethyl ketone (100 ml) was heated at reflux temperature for 48 hours under an atmosphere of nitrogen. The cooled reaction mixture was quenched with water (100 ml) and extracted with diethyl ether (100 ml). The organic extract was washed with saturated brine (80 ml), dried (Na2SO4), filtered and the solvent evaporated in va... Reactants: NC=1C=C2C(C(NC2=CC1N)=O)(C)C (5,6-diamino-3,3-dimethylindolin-2-one), S1C(=CC=C1)C=O (thiophene-2-aldehyde), C(C)(=O)O (acetic acid). Solvent: C(C)O (ethanol). Reaction conditions: time 1 hour. Yields the product CC1(C(NC2=CC3=C(N=C(N3)C=3SC=CC3)C=C21)=O)C (7,7-Dimethyl-2-(2-thienyl)-6,7-dihydro-3H,5H-pyrrolo[2,3-f]benzimidazol-6-one). Reaction SMILES: [NH2:1][C:2]1[CH:3]=[C:4]2[C:8](=[CH:9][C:10]=1[NH2:11])[NH:7][C:6](=[O:12])[C:5]2([CH3:14])[CH3:13].[S:15]1[CH:19]=[CH:18][CH:17]=[C:16]1[CH:20]=O.C(O)(=O)C>C(O)C>[CH3:13][C:5]1([CH3:14])[C:4]2[C:8](=[CH:9][C:10]3[NH:11][C:20]([C:16]4[S:15][CH:19]=[CH:18][CH:17]=4)=[N:1][C:2]=3[CH:3]=2)[NH:7][C:6]1=[O:12]. Procedure details: A solution of 3.8 g. (20 mmol) 5,6-diamino-3,3-dimethylindolin-2-one, 2.25 g. (20 mmol) thiophene-2-aldehyde and 4 ml. glacial acetic acid in 40 ml. ethanol is heated under reflux for 1 hour and then further boiled for 1 hour, while passing through air. The reaction mixture is then distilled to dryness and the residue stirred up with ethyl acetate and filtered off with suction. The crystallisate obtained is recrystallised from acetone. Yield: 1.7 g. (30% of theory); m.p. 332°-336° C.